Dataset: the Open Reaction Database (ORD), a public repository of structured organic reaction records. Task: describe an organic reaction: reactants, conditions, products, and yield Reactants: CC(=O)NCc1cc(Cl)ccc1S(=O)(=O)Cl, CO, CO, CNC, C1CCOC1. The product is CC(=O)NCc1cc(Cl)ccc1S(=O)(=O)N(C)C. RXN SMILES: [C:6]([CH3:7])(=[O:8])[NH:9][CH2:10][c:11]1[c:12]([S:18](=[O:19])(=[O:20])[Cl:21])[cH:13][cH:14][c:15]([Cl:17])[cH:16]1.[CH3:1][OH:2].[CH3:22][OH:23].[CH3:3][NH:4][CH3:5].[O:24]1[CH2:25][CH2:26][CH2:27][CH2:28]1>>[CH3:3][N:4]([CH3:5])[S:18]([c:12]1[c:11]([CH2:10][NH:9][C:6]([CH3:7])=[O:8])[cH:16][c:15]([Cl:17])[cH:14][cH:13]1)(=[O:19])=[O:20]. The reactants are BrC1=CC(=C(C=C1)C(=O)N1CCN(CC1)C1=NC=C(C=C1C)CC)C ((4-bromo-2-methylphenyl)[4-(5-ethyl-3-methylpyridin-2-yl)piperazin-1-yl]methanone), O=C1OC[C@H](N1)COC(C1=CC=CC=C1)=O (benzoic acid (R)-2-oxooxazolidin-4-ylmethyl ester). Yields the product C(C)C=1C=C(C(=NC1)N1CCN(CC1)C(=O)C1=C(C=C(C=C1)N1C(OC[C@H]1CO)=O)C)C ((R)-3-{4-[4-(5-ethyl-3-methylpyridin-2-yl)piperazine-1-carbonyl]-3-methylphenyl}-4-hydroxymethyloxazolidin-2-one). Yield: 73.4%. Reaction SMILES: Br[C:2]1[CH:7]=[CH:6][C:5]([C:8]([N:10]2[CH2:15][CH2:14][N:13]([C:16]3[C:21]([CH3:22])=[CH:20][C:19]([CH2:23][CH3:24])=[CH:18][N:17]=3)[CH2:12][CH2:11]2)=[O:9])=[C:4]([CH3:25])[CH:3]=1.[O:26]=[C:27]1[NH:31][C@H:30]([CH2:32][O:33]C(=O)C2C=CC=CC=2)[CH2:29][O:28]1>>[CH2:23]([C:19]1[CH:20]=[C:21]([CH3:22])[C:16]([N:13]2[CH2:14][CH2:15][N:10]([C:8]([C:5]3[CH:6]=[CH:7][C:2]([N:31]4[C@H:30]([CH2:32][OH:33])[CH2:29][O:28][C:27]4=[O:26])=[CH:3][C:4]=3[CH3:25])=[O:9])[CH2:11][CH2:12]2)=[N:17][CH:18]=1)[CH3:24]. Reported procedure: By reaction and treatment in the same manner as in Example 19 and using (4-bromo-2-methylphenyl)[4-(5-ethyl-3-methylpyridin-2-yl)piperazin-1-yl]methanone (350 mg) described in Preparation Example 129 and benzoic acid (R)-2-oxooxazolidin-4-ylmethyl ester (289 mg), the title compound (280 mg) was obtained. Starting materials: ClCCl, CCOC(=O)C(C)=CCC1CC(O[SiH2]C(C)(C)C)CC2(CCCCO2)O1, O=[Cr](=O)([O-])Cl, c1cc[nH+]cc1. Product: CC(C=O)=CCC1CC(O[SiH2]C(C)(C)C)CC2(CCCCO2)O1. RXN SMILES: [CH2:38]([Cl:39])[Cl:40].[CH3:1][C:2]([CH3:3])([CH3:4])[SiH2:5][O:6][CH:7]1[CH2:8][CH:9]([CH2:18][CH:19]=[C:20]([C:21](=[O:22])[O:23][CH2:24][CH3:25])[CH3:26])[O:10][C:11]2([CH2:12]1)[O:13][CH2:14][CH2:15][CH2:16][CH2:17]2.[O:27]=[Cr:28]([Cl:29])([O-:30])=[O:31].[nH+:32]1[cH:33][cH:34][cH:35][cH:36][cH:37]1>>[CH3:1][C:2]([CH3:3])([CH3:4])[SiH2:5][O:6][CH:7]1[CH2:8][CH:9]([CH2:18][CH:19]=[C:20]([CH:21]=[O:22])[CH3:26])[O:10][C:11]2([CH2:12]1)[O:13][CH2:14][CH2:15][CH2:16][CH2:17]2. The reactants are resultant mixture, NC=1N=CC(=NC1C(=O)NN)C1=CC=C(C(=O)N(C)C)C=C1 (4-(5-amino-6-(hydrazinecarbonyl)pyrazin-2-yl)-N,N-dimethylbenzamide), N(=C=S)CC1=CC=CC=C1 (isothiocyanatomethylbenzene), C(CCl)Cl (EDC). The solvent is C1CCOC1 (THF). Run at time 4 hour. Product: NC=1N=CC(=NC1C=1OC(=NN1)NCC1=CC=CC=C1)C1=CC=C(C(=O)N(C)C)C=C1 (4-(5-amino-6-(5-(benzylamino)-1,3,4-oxadiazol-2-yl)pyrazin-2-yl)-N,N-dimethylbenzamide). The yield is 73.0%. Reaction SMILES: [NH2:1][C:2]1[N:3]=[CH:4][C:5]([C:12]2[CH:22]=[CH:21][C:15]([C:16]([N:18]([CH3:20])[CH3:19])=[O:17])=[CH:14][CH:13]=2)=[N:6][C:7]=1[C:8]([NH:10][NH2:11])=[O:9].[N:23]([CH2:26][C:27]1[CH:32]=[CH:31][CH:30]=[CH:29][CH:28]=1)=[C:24]=S.C(Cl)CCl>C1COCC1>[NH2:1][C:2]1[N:3]=[CH:4][C:5]([C:12]2[CH:13]=[CH:14][C:15]([C:16]([N:18]([CH3:19])[CH3:20])=[O:17])=[CH:21][CH:22]=2)=[N:6][C:7]=1[C:8]1[O:9][C:24]([NH:23][CH2:26][C:27]2[CH:32]=[CH:31][CH:30]=[CH:29][CH:28]=2)=[N:11][N:10]=1. Reported procedure: A mixture of 4-(5-amino-6-(hydrazinecarbonyl)pyrazin-2-yl)-N,N-dimethylbenzamide (75 mg, 0.2497 mmol), isothiocyanatomethylbenzene (37.26 mg, 33.12 μL, 0.2497 mmol) and dry THF (1.500 mL) was stirred at RT for 4 hours. The reaction mixture was evaporated to dryness and treated with DCM followed by EDC (71.81 mg, 0.3746 mmol) and the resultant mixture allowed to stir at RT overnight. The reaction mixture was filtered and the resultant green precipitate dried under vacuum (78 mg, 73% Yield). 1H NM...